From a dataset of the Open Reaction Database (ORD), a public repository of structured organic reaction records. describe an organic reaction: reactants, conditions, products, and yield Starting materials: CC(=O)c1sccc1Br, O=C([O-])[O-], COCCOC, COc1ccc(B(O)O)cc1, [Na+], [Na+], c1ccc(P(c2ccccc2)(c2ccccc2)[Pd](P(c2ccccc2)(c2ccccc2)c2ccccc2)(P(c2ccccc2)(c2ccccc2)c2ccccc2)P(c2ccccc2)(c2ccccc2)c2ccccc2)cc1. Product: COc1ccc(-c2ccsc2C(C)=O)cc1. RXN SMILES: [Br:1][c:2]1[c:3]([C:7]([CH3:8])=[O:9])[s:4][cH:5][cH:6]1.[C:21](=[O:22])([O-:23])[O-:24].[CH2:104]([CH2:105][O:106][CH3:107])[O:108][CH3:109].[CH3:10][O:11][c:12]1[cH:13][cH:14][c:15]([B:18]([OH:19])[OH:20])[cH:16][cH:17]1.[Na+:25].[Na+:26].[cH:27]1[cH:28][cH:29][c:30]([P:31]([Pd:32]([P:33]([c:34]2[cH:35][cH:36][cH:37][cH:38][cH:39]2)([c:40]2[cH:41][cH:42][cH:43][cH:44][cH:45]2)[c:46]2[cH:47][cH:48][cH:49][cH:50][cH:51]2)([P:52]([c:53]2[cH:54][cH:55][cH:56][cH:57][cH:58]2)([c:59]2[cH:60][cH:61][cH:62][cH:63][cH:64]2)[c:65]2[cH:66][cH:67][cH:68][cH:69][cH:70]2)[P:71]([c:72]2[cH:73][cH:74][cH:75][cH:76][cH:77]2)([c:78]2[cH:79][cH:80][cH:81][cH:82][cH:83]2)[c:84]2[cH:85][cH:86][cH:87][cH:88][cH:89]2)([c:90]2[cH:91][cH:92][cH:93][cH:94][cH:95]2)[c:96]2[cH:97][cH:98][cH:99][cH:100][cH:101]2)[cH:102][cH:103]1>>[c:2]1(-[c:15]2[cH:14][cH:13][c:12]([O:11][CH3:10])[cH:17][cH:16]2)[c:3]([C:7]([CH3:8])=[O:9])[s:4][cH:5][cH:6]1.